This data is from the Open Reaction Database (ORD), a public repository of structured organic reaction records. The task is: describe an organic reaction: reactants, conditions, products, and yield Reactants: C([O-])([O-])=O.[K+].[K+] (Potassium carbonate), OC=1C=C(C(=O)NC2=NC=C(N=C2)C)C=C(C1)O[C@H](CO)C (3-hydroxy-5-{[(1S)-2-hydroxy-1-methylethyl]oxy}-N-(5-methylpyrazin-2-yl)benzamide), FC=1C=C(C(=O)N2CCC2)C=CC1F (1-(3,4-difluorobenzoyl)azetidine). The solvent is C(C)#N (acetonitrile). Run at temperature 160 celsius. Yields the product N1(CCC1)C(=O)C1=CC(=C(C=C1)OC=1C=C(C(=O)NC2=NC=C(N=C2)C)C=C(C1)O[C@H](CO)C)F (3-{[4-(Azetidin-1-ylcarbonyl)-2-fluorophenyl]oxy}-5-{[(1S)-2-hydroxy-1-methylethyl]oxy}-N-(5-methylpyrazin-2-yl)benzamide). Yield: 10.7%. Reaction SMILES: C(=O)([O-])[O-].[K+].[K+].[OH:7][C:8]1[CH:9]=[C:10]([CH:21]=[C:22]([O:24][C@@H:25]([CH3:28])[CH2:26][OH:27])[CH:23]=1)[C:11]([NH:13][C:14]1[CH:19]=[N:18][C:17]([CH3:20])=[CH:16][N:15]=1)=[O:12].[F:29][C:30]1[CH:31]=[C:32]([CH:39]=[CH:40][C:41]=1F)[C:33]([N:35]1[CH2:38][CH2:37][CH2:36]1)=[O:34]>C(#N)C>[N:35]1([C:33]([C:32]2[CH:39]=[CH:40][C:41]([O:7][C:8]3[CH:9]=[C:10]([CH:21]=[C:22]([O:24][C@@H:25]([CH3:28])[CH2:26][OH:27])[CH:23]=3)[C:11]([NH:13][C:14]3[CH:19]=[N:18][C:17]([CH3:20])=[CH:16][N:15]=3)=[O:12])=[C:30]([F:29])[CH:31]=2)=[O:34])[CH2:38][CH2:37][CH2:36]1 |f:0.1.2|. Procedure: Potassium carbonate (182 mg, 1.32 mmol) was added to a mixture of 3-hydroxy-5-{[(1S)-2-hydroxy-1-methylethyl]oxy}-N-(5-methylpyrazin-2-yl)benzamide (200 mg, 0.66 mmol) and 1-(3,4-difluorobenzoyl)azetidine (137 mg, 0.69 mmol) in acetonitrile (5.0 mL) and the stirred mixture heated at 160° C. in a ‘Smith Creator Microwave’ for 4 hours. The mixture was allowed to reach ambient temperature and pressure and reduced in vacuo. The residual oil was partitioned between ethyl acetate (50 mL) and water (50...